Dataset: the Open Reaction Database (ORD), a public repository of structured organic reaction records. Task: describe an organic reaction: reactants, conditions, products, and yield Reactants: BrC1=CC=C(C=C1)C(C\C(=N/O)\C1=CC(=NC=C1)C)C1=C(C=C(C=C1)Cl)F ((E)-3-(4-Bromo-phenyl)-3-(4-chloro-2-fluoro-phenyl)-1-(2-methyl-pyridin-4-yl)-propan-1-one oxime), C(=O)(O)C1=CC=C(C=C1)B(O)O (4-carboxyphenylboronic acid), O (water), C([O-])([O-])=O.[Na+].[Na+] (sodium carbonate). The reagents and catalysts are [CH-]1C=CC(=C1)P(C2=CC=CC=C2)C3=CC=CC=C3.[CH-]1C=CC(=C1)P(C2=CC=CC=C2)C3=CC=CC=C3.Cl[Pd]Cl.[Fe+2] (dichloro(1,1′-bis(diphenylphosphino) ferrocene)palladium(II) dichloromethane adduct). Solvent: O1CCOCC1 (1,4-dioxane). The product is ClC1=CC(=C(C=C1)C(C\C(\C1=CC(=NC=C1)C)=N/O)C1=CC=C(C=C1)C1=CC=C(C=C1)C(=O)O)F (4′-[1-(4-Chloro-2-fluoro-phenyl)-3-[(E)-hydroxyimino]-3-(2-methyl-pyridin-4-yl)-propyl]-biphenyl-4-carboxylic acid). As a reaction SMILES: Br[C:2]1[CH:7]=[CH:6][C:5]([CH:8]([C:20]2[CH:25]=[CH:24][C:23]([Cl:26])=[CH:22][C:21]=2[F:27])[CH2:9]/[C:10](/[C:13]2[CH:18]=[CH:17][N:16]=[C:15]([CH3:19])[CH:14]=2)=[N:11]\[OH:12])=[CH:4][CH:3]=1.[C:28]([C:31]1[CH:36]=[CH:35][C:34](B(O)O)=[CH:33][CH:32]=1)([OH:30])=[O:29].O.C(=O)([O-])[O-].[Na+].[Na+]>O1CCOCC1.[CH-]1C=C(P(C2C=CC=CC=2)C2C=CC=CC=2)C=C1.[CH-]1C=C(P(C2C=CC=CC=2)C2C=CC=CC=2)C=C1.Cl[Pd]Cl.[Fe+2]>[Cl:26][C:23]1[CH:24]=[CH:25][C:20]([CH:8]([C:5]2[CH:6]=[CH:7][C:2]([C:34]3[CH:35]=[CH:36][C:31]([C:28]([OH:30])=[O:29])=[CH:32][CH:33]=3)=[CH:3][CH:4]=2)[CH2:9]/[C:10](=[N:11]\[OH:12])/[C:13]2[CH:18]=[CH:17][N:16]=[C:15]([CH3:19])[CH:14]=2)=[C:21]([F:27])[CH:22]=1 |f:3.4.5,7.8.9.10|. Reported procedure: In analogy to example 74, step 6, (E)-3-(4-bromo-phenyl)-3-(4-chloro-2-fluoro-phenyl)-1-(2-methyl-pyridin-4-yl)-propan-1-one oxime (example 147, step 5) was reacted with 4-carboxyphenylboronic acid in the presence of dichloro(1,1′-bis(diphenylphosphino) ferrocene)palladium(II) dichloromethane adduct in a mixture of 1,4-dioxane, water and 2 M aqueous sodium carbonate solution to give the title compound as an off-white solid, MS (ESI+): m/z=489.3 [M+H]+. The reactants are OCC1CNCCC1 (3-(hydroxymethyl)piperidine), C(C)#N (acetonitrile), ClCCCN1C2=C(CCC3=C1C=CC=C3)C=CC=C2 (5-(3-chloropropyl)-10,11-dihydro-5H-dibenzo[b,f]azepine), [I-].[K+] (potassium iodide). Solvent: O (Water). Yields the product Cl.C1=CC=CC=2N(C3=C(CCC21)C=CC=C3)CCCN3CC(CCC3)CO (1-(3-(10,11-Dihydro-5H-dibenz[b,f]azepin-5-yl)-1-propyl)-3-piperidinemethanol Hydrochloride). Isolated yield 61.0%. RXN SMILES: [OH:1][CH2:2][CH:3]1[CH2:8][CH2:7][CH2:6][NH:5][CH2:4]1.C(#N)C.[Cl:12][CH2:13][CH2:14][CH2:15][N:16]1[C:22]2[CH:23]=[CH:24][CH:25]=[CH:26][C:21]=2[CH2:20][CH2:19][C:18]2[CH:27]=[CH:28][CH:29]=[CH:30][C:17]1=2.[I-].[K+]>O>[ClH:12].[CH:27]1[C:18]2[CH2:19][CH2:20][C:21]3[CH:26]=[CH:25][CH:24]=[CH:23][C:22]=3[N:16]([CH2:15][CH2:14][CH2:13][N:5]3[CH2:6][CH2:7][CH2:8][CH:3]([CH2:2][OH:1])[CH2:4]3)[C:17]=2[CH:30]=[CH:29][CH:28]=1 |f:3.4,6.7|. Procedure details: A mixture of 3-(hydroxymethyl)piperidine (1.01 g, 0.0088 mol), acetonitrile (9 ml), 5-(3-chloropropyl)-10,11-dihydro-5H-dibenzo[b,f]azepine (0.86 g, 0.003 mol, prepared similarly as described in example 1) and potassium iodide (0.56 g, 0.003 mol) was heated at reflux temperature for 18 h. Water (20 ml) was added, and the mixture was extracted with ethyl acetate (3×15 ml). The combined organic extracts were washed with brine (2×20 ml), dried (MgSO4) and concentrated in vacuo. The residue was redi... The reactants are C=CCOCC(COCCCCCCCCC=CCC=CCCCCC)OCCCCCCCCC=CCC=CCCCCC, CCO, O=C(O)C(F)(F)F, c1ccc(P(c2ccccc2)(c2ccccc2)[Pd](P(c2ccccc2)(c2ccccc2)c2ccccc2)(P(c2ccccc2)(c2ccccc2)c2ccccc2)P(c2ccccc2)(c2ccccc2)c2ccccc2)cc1. Yields the product CCCCCC=CCC=CCCCCCCCCOCC(CO)OCCCCCCCCC=CCC=CCCCCC. As a reaction SMILES: [CH2:1]([CH:2]=[CH2:3])[O:4][CH2:5][CH:6]([CH2:7][O:8][CH2:9][CH2:10][CH2:11][CH2:12][CH2:13][CH2:14][CH2:15][CH2:16][CH:17]=[CH:18][CH2:19][CH:20]=[CH:21][CH2:22][CH2:23][CH2:24][CH2:25][CH3:26])[O:27][CH2:28][CH2:29][CH2:30][CH2:31][CH2:32][CH2:33][CH2:34][CH2:35][CH:36]=[CH:37][CH2:38][CH:39]=[CH:40][CH2:41][CH2:42][CH2:43][CH2:44][CH3:45].[CH3:53][CH2:54][OH:55].[OH:46][C:47]([C:48]([F:49])([F:50])[F:51])=[O:52].[cH:56]1[cH:57][cH:58][c:59]([P:60]([Pd:61]([P:62]([c:63]2[cH:64][cH:65][cH:66][cH:67][cH:68]2)([c:69]2[cH:70][cH:71][cH:72][cH:73][cH:74]2)[c:75]2[cH:76][cH:77][cH:78][cH:79][cH:80]2)([P:81]([c:82]2[cH:83][cH:84][cH:85][cH:86][cH:87]2)([c:88]2[cH:89][cH:90][cH:91][cH:92][cH:93]2)[c:94]2[cH:95][cH:96][cH:97][cH:98][cH:99]2)[P:100]([c:101]2[cH:102][cH:103][cH:104][cH:105][cH:106]2)([c:107]2[cH:108][cH:109][cH:110][cH:111][cH:112]2)[c:113]2[cH:114][cH:115][cH:116][cH:117][cH:118]2)([c:119]2[cH:120][cH:121][cH:122][cH:123][cH:124]2)[c:125]2[cH:126][cH:127][cH:128][cH:129][cH:130]2)[cH:131][cH:132]1>>[OH:4][CH2:5][CH:6]([CH2:7][O:8][CH2:9][CH2:10][CH2:11][CH2:12][CH2:13][CH2:14][CH2:15][CH2:16][CH:17]=[CH:18][CH2:19][CH:20]=[CH:21][CH2:22][CH2:23][CH2:24][CH2:25][CH3:26])[O:27][CH2:28][CH2:29][CH2:30][CH2:31][CH2:32][CH2:33][CH2:34][CH2:35][CH:36]=[CH:37][CH2:38][CH:39]=[CH:40][CH2:41][CH2:42][CH2:43][CH2:44][CH3:45]. Starting materials: CN(C)C=O, [Cl-], Clc1ccc(CSc2nsc(Cl)n2)cc1, [H-], [Na+], [Na+], OCc1ccccc1. Yields the product Clc1ccc(CSc2nsc(OCc3ccccc3)n2)cc1. Reaction SMILES: [CH3:28][N:29]([CH3:30])[CH:31]=[O:32].[Cl-:27].[Cl:1][c:2]1[n:3][c:4]([S:7][CH2:8][c:9]2[cH:10][cH:11][c:12]([Cl:15])[cH:13][cH:14]2)[n:5][s:6]1.[H-:24].[Na+:25].[Na+:26].[OH:16][CH2:17][c:18]1[cH:19][cH:20][cH:21][cH:22][cH:23]1>>[c:2]1([O:16][CH2:17][c:18]2[cH:19][cH:20][cH:21][cH:22][cH:23]2)[n:3][c:4]([S:7][CH2:8][c:9]2[cH:10][cH:11][c:12]([Cl:15])[cH:13][cH:14]2)[n:5][s:6]1.